This data is from the Open Reaction Database (ORD), a public repository of structured organic reaction records. The task is: describe an organic reaction: reactants, conditions, products, and yield Starting materials: CC(C)C(N)C(=O)N1CCCC1C(=O)OC(C)(C)C, COC(=O)Cl, [Na+], [Na+], O=C([O-])[O-], C1CCOC1, O. The product is COC(=O)NC(C(=O)N1CCCC1C(=O)OC(C)(C)C)C(C)C. Reaction SMILES: [C:12]([CH3:13])([CH3:14])([CH3:15])[O:16][C:17]([CH:18]1[N:19]([C:23]([CH:24]([NH2:25])[CH:26]([CH3:27])[CH3:28])=[O:29])[CH2:20][CH2:21][CH2:22]1)=[O:30].[Cl:7][C:8](=[O:9])[O:10][CH3:11].[Na+:1].[Na+:2].[O-:3][C:4](=[O:5])[O-:6].[O:32]1[CH2:33][CH2:34][CH2:35][CH2:36]1.[OH2:31]>>[C:8](=[O:9])([O:10][CH3:11])[NH:25][CH:24]([C:23]([N:19]1[CH:18]([C:17]([O:16][C:12]([CH3:13])([CH3:14])[CH3:15])=[O:30])[CH2:22][CH2:21][CH2:20]1)=[O:29])[CH:26]([CH3:27])[CH3:28]. The reactants are O (water), C(C1=CC=CC=C1)OC(=O)N(CCCO)CCC(=O)N (3-[N-benzyloxycarbonyl-N-(3-hydroxypropyl)amino]propionamide), C(Br)(Br)(Br)Br (carbon tetrabromide), C1(=CC=CC=C1)P(C1=CC=CC=C1)C1=CC=CC=C1 (triphenylphosphine). The solvent is ClCCl (dichloromethane). Conditions: time 2 hour. Product: C(C1=CC=CC=C1)OC(=O)N(CCCBr)CCC(=O)N (3-[N-Benzyloxycarbonyl-N-(3-bromopropyl)amino]propionamide). The yield is 67.0%. As a reaction SMILES: [CH2:1]([O:8][C:9]([N:11]([CH2:16][CH2:17][C:18]([NH2:20])=[O:19])[CH2:12][CH2:13][CH2:14]O)=[O:10])[C:2]1[CH:7]=[CH:6][CH:5]=[CH:4][CH:3]=1.C(Br)(Br)(Br)[Br:22].C1(P(C2C=CC=CC=2)C2C=CC=CC=2)C=CC=CC=1.O>ClCCl>[CH2:1]([O:8][C:9]([N:11]([CH2:16][CH2:17][C:18]([NH2:20])=[O:19])[CH2:12][CH2:13][CH2:14][Br:22])=[O:10])[C:2]1[CH:7]=[CH:6][CH:5]=[CH:4][CH:3]=1. Procedure details: To a solution of acrylamide (2 g) in ethanol (30 mL) was added 3-amino-1-propanol (3.23 mL), and the mixture was stirred at room temperature for 3 hours. The reaction mixture was concentrated under reduced pressure. To the residue were added tetrahydrofuran (30 mL) and N-(benzyloxycarbonyloxy)-succinimide (14 g), and the mixture was stirred at room temperature overnight. The reaction mixture was poured into water, and the resulting mixture was extracted with ethyl acetate. The extract was washed... The reactants are BrC1=C(C=C(C(=C1)F)F)C1=CC=C(C=C1)S(=O)(=O)C (1-bromo-4,5-difluoro-2-[4-(methylsulfonyl)phenyl]benzene), ClC1=C(C=C(C=C1)B(O)O)C (4-chloro-3-methylphenylboronic Acid). Product: ClC1=C(C=C(C=C1)C1=CC(=C(C=C1C1=CC=C(C=C1)S(=O)(=O)C)F)F)C (4-(4-chloro-3-methylphenyl)-1,2-difluoro-5-[4-(methylsulfonyl)phenyl]benzene). Reaction SMILES: Br[C:2]1[CH:7]=[C:6]([F:8])[C:5]([F:9])=[CH:4][C:3]=1[C:10]1[CH:15]=[CH:14][C:13]([S:16]([CH3:19])(=[O:18])=[O:17])=[CH:12][CH:11]=1.[Cl:20][C:21]1[CH:26]=[CH:25][C:24](B(O)O)=[CH:23][C:22]=1[CH3:30]>>[Cl:20][C:21]1[CH:26]=[CH:25][C:24]([C:2]2[C:3]([C:10]3[CH:15]=[CH:14][C:13]([S:16]([CH3:19])(=[O:18])=[O:17])=[CH:12][CH:11]=3)=[CH:4][C:5]([F:9])=[C:6]([F:8])[CH:7]=2)=[CH:23][C:22]=1[CH3:30]. Reported procedure: Following the general procedure outlined in Synthetic Scheme VI, 1-bromo-4,5-difluoro-2-[4-(methylsulfonyl)phenyl]benzene (Example 18, Step 2) was reacted with 4-chloro-3-methylphenylboronic acid (Step 1) to give 4-(4-chloro-3-methylphenyl)-1,2-difluoro-5-[4-(methylsulfonyl)phenyl]benzene as a colorless solid: mp 151.5-152.2° C.; NMR (CDCl3) δ 2.29 (s, 3H), 3.05 (s, 3H), 6.73 (dd, J=2, 8 Hz, 1H), 6.98 (d, J=2 Hz, 2H), 7.16 (d, J=9 Hz, 1H), 7.19-7.32 (m, 4H), 7.82 (d, J=9 Hz, 2H); MS (FAB) m/z 39... The reactants are CC1=NC2=CC=CC=C2C=C1 (2-Methyl-quinoline), COS(=O)(=O)C1=CC=C(C=C1)C (methyl-p-toluenesulfonate), 180.C. Product: C[N+]1=C(C=CC2=CC=CC=C12)C.CC=1C=CC(=CC1)S(=O)(=O)O (1,2-dimethyl-quinolinium p-toluenesulfonate). As a reaction SMILES: [CH3:1][C:2]1[CH:11]=[CH:10][C:9]2[C:4](=[CH:5][CH:6]=[CH:7][CH:8]=2)[N:3]=1.[CH3:12][O:13][S:14]([C:17]1[CH:22]=[CH:21][C:20]([CH3:23])=[CH:19][CH:18]=1)(=[O:16])=[O:15]>>[CH3:12][N+:3]1[C:4]2[C:9](=[CH:8][CH:7]=[CH:6][CH:5]=2)[CH:10]=[CH:11][C:2]=1[CH3:1].[CH3:23][C:20]1[CH:21]=[CH:22][C:17]([S:14]([OH:16])(=[O:15])=[O:13])=[CH:18][CH:19]=1 |f:2.3|. Procedure details: 2-Methyl-quinoline (71.5 pbw) and methyl-p-toluenesulfonate (102.3 pbw) are heated for about 10 minutes at 100° C. An exothermic reaction sets in, in which the mixture is heated to 180.C. After another 10 minutes the mixture is poured onto acetone, filtered with suction, washed with acetone and dried. Starting materials: Cl.NO (hydroxylamine hydrochloride), Cl.NO (Hydroxylamine hydrochloride), C([O-])(O)=O.[Na+] (sodium bicarbonate), C(#N)C=1C=C2C=C(NC2=CC1)CCC(=O)OCC (Ethyl 3-(5-cyano-1H-indol-2-yl)propanoate), C([O-])(O)=O.[Na+] (sodium bicarbonate). Run in CCO (EtOH). Run at temperature 50 celsius, time 72 hour. Yields the product ONC(C=1C=C2C=C(NC2=CC1)CCC(=O)OCC)=N (ethyl 3-{5-[(hydroxyamino)(imino)methyl]-1H-indol-2-yl}propanoate). Isolated yield 96.8%. RXN SMILES: Cl.[NH2:2][OH:3].C(=O)(O)[O-].[Na+].[C:9]([C:11]1[CH:12]=[C:13]2[C:17](=[CH:18][CH:19]=1)[NH:16][C:15]([CH2:20][CH2:21][C:22]([O:24][CH2:25][CH3:26])=[O:23])=[CH:14]2)#[N:10]>CCO>[OH:3][NH:2][C:9](=[NH:10])[C:11]1[CH:12]=[C:13]2[C:17](=[CH:18][CH:19]=1)[NH:16][C:15]([CH2:20][CH2:21][C:22]([O:24][CH2:25][CH3:26])=[O:23])=[CH:14]2 |f:0.1,2.3|. Procedure: Hydroxylamine hydrochloride (121 mg) and sodium bicarbonate (293 mg) was added to a solution of ethyl 3-(5-cyano-1H-indol-2-yl)propanoate (D30) (200 mg) in EtOH (15 mL), in that sequence. The reaction mixture was heated to 50° C. and stirred for 72 hours at that temperature. Another portion of hydroxylamine hydrochloride (60 mg) was added, followed by addition of sodium bicarbonate (150 mg). The resulting suspension was stirred at 50° C. for 24 hours. The inorganics was filtered off. The solid w... Starting materials: C(=O)(OC(C)(C)C)N1C(CCCC1)=O (Boc-piperidone), C1CCOC1 (THF), O1C=NC=C1 (oxazole), B (borane), C1CCOC1 (THF), C1CCOC1 (THF), [Li]CCCC (nBuLi). Conditions: temperature -78 celsius, time 1 hour. The product is C(C)(C)(C)OC(=O)N1CCC(CC1)(C=1OC=CN1)O (4-Hydroxy-4-oxazol-2-yl-piperidine-1-carboxylic acid tert-butyl ester). Isolated yield 44.0%. Reaction SMILES: [O:1]1[CH:5]=[CH:4][N:3]=[CH:2]1.B.[Li]CCCC.[C:12]([N:19]1[CH2:24][CH2:23][CH2:22][CH2:21][C:20]1=O)([O:14][C:15]([CH3:18])([CH3:17])[CH3:16])=[O:13].C1C[O:29]CC1>>[C:15]([O:14][C:12]([N:19]1[CH2:24][CH2:23][C:22]([OH:29])([C:2]2[O:1][CH:5]=[CH:4][N:3]=2)[CH2:21][CH2:20]1)=[O:13])([CH3:18])([CH3:17])[CH3:16]. Reported procedure: To a solution of oxazole (1 g, 14 mmol) in anhydrous THF (10 ml) was added borane. THF complex (14 ml, 1M in THF, 14 mmol) and the mixture stirred for 1 h, after which time the reaction was cooled to −78° C. and nBuLi (9 ml, 1.6 M in hexanes, 14 mmol) added dropwise and the reaction stirred for a further 1 h. A solution of Boc-piperidone (3.2g, 16 mmol) in THF (10 ml) is then added, the reaction stirred for a further 4 h at −78° C. before allowing the reaction to reach room temperature overnight...